This data is from the Open Reaction Database (ORD), a public repository of structured organic reaction records. The task is: describe an organic reaction: reactants, conditions, products, and yield Starting materials: B(Br)(Br)Br.ClCCl (boron tribromide dichloromethane), FC1=CC(=C(C=C1C1CNCC2=CC=CC=C12)OC)OC (4-(6-fluoro-3,4-dimethoxyphenyl)-1,2,3,4-tetrahydroisoquinoline), CO (methanol). Run in C(=O)=O.CO (dry ice methanol), ClCCl (dichloromethane). Product: Br.FC1=CC(=C(C=C1C1CNCC2=CC=CC=C12)O)O (4-(6-fluoro-3,4-dihydroxyphenyl)-1,2,3,4-tetrahydroisoquinoline hydrobromide). Reaction SMILES: [F:1][C:2]1[C:7]([CH:8]2[C:17]3[C:12](=[CH:13][CH:14]=[CH:15][CH:16]=3)[CH2:11][NH:10][CH2:9]2)=[CH:6][C:5]([O:18]C)=[C:4]([O:20]C)[CH:3]=1.B(Br)(Br)[Br:23].ClCCl.CO>ClCCl.C(=O)=O.CO>[BrH:23].[F:1][C:2]1[C:7]([CH:8]2[C:17]3[C:12](=[CH:13][CH:14]=[CH:15][CH:16]=3)[CH2:11][NH:10][CH2:9]2)=[CH:6][C:5]([OH:18])=[C:4]([OH:20])[CH:3]=1 |f:1.2,5.6,7.8|. Procedure: 1.15 g of 4-(6-fluoro-3,4-dimethoxyphenyl)-1,2,3,4-tetrahydroisoquinoline was dissolved in 30 ml of dichloromethane, 26.4 ml of 1M boron tribromide-dichloromethane solution was added to the solution under an argon gas stream under stirring under cooling at the internal temperature of -20° to -30° C. The mixture was stirred for 3 hours at room temperature, and then, 7.0 ml of methanol was added dropwise under cooling in dry ice-methanol bath. The mixture was stirred for 30 minutes at room tempera... Starting materials: [BH4-], CC(=O)NC(CC(=O)C(Cc1ccccc1)N(Cc1ccccc1)Cc1ccccc1)Cc1ccccc1, CO, Cl, [Na+], O. The product is CC(=O)NC(Cc1ccccc1)CC(O)C(Cc1ccccc1)N(Cc1ccccc1)Cc1ccccc1. RXN SMILES: [BH4-:39].[CH2:1]([c:2]1[cH:3][cH:4][cH:5][cH:6][cH:7]1)[N:8]([CH2:9][c:10]1[cH:11][cH:12][cH:13][cH:14][cH:15]1)[CH:16]([CH2:17][c:18]1[cH:19][cH:20][cH:21][cH:22][cH:23]1)[C:24]([CH2:25][CH:26]([CH2:27][c:28]1[cH:29][cH:30][cH:31][cH:32][cH:33]1)[NH:34][C:35]([CH3:36])=[O:37])=[O:38].[CH3:43][OH:44].[ClH:42].[Na+:40].[OH2:41]>>[CH2:1]([c:2]1[cH:3][cH:4][cH:5][cH:6][cH:7]1)[N:8]([CH2:9][c:10]1[cH:11][cH:12][cH:13][cH:14][cH:15]1)[CH:16]([CH2:17][c:18]1[cH:19][cH:20][cH:21][cH:22][cH:23]1)[CH:24]([CH2:25][CH:26]([CH2:27][c:28]1[cH:29][cH:30][cH:31][cH:32][cH:33]1)[NH:34][C:35]([CH3:36])=[O:37])[OH:38].